This data is from the Open Reaction Database (ORD), a public repository of structured organic reaction records. The task is: describe an organic reaction: reactants, conditions, products, and yield Reactants: O=C([O-])O, O=c1[nH]n(Cc2ccccc2Cl)c2cc(Cl)c([N+](=O)[O-])cc12, Cl, [Na+]. The product is Nc1cc2c(=O)[nH]n(Cc3ccccc3Cl)c2cc1Cl. Reaction SMILES: [C:24](=[O:25])([OH:26])[O-:27].[Cl:1][c:2]1[c:3]([N+:20]([O-:21])=[O:22])[cH:4][c:5]2[c:6](=[O:19])[nH:7][n:8]([CH2:11][c:12]3[c:13]([Cl:18])[cH:14][cH:15][cH:16][cH:17]3)[c:9]2[cH:10]1.[ClH:23].[Na+:28]>>[Cl:1][c:2]1[c:3]([NH2:20])[cH:4][c:5]2[c:6](=[O:19])[nH:7][n:8]([CH2:11][c:12]3[c:13]([Cl:18])[cH:14][cH:15][cH:16][cH:17]3)[c:9]2[cH:10]1. Starting materials: C1(=CC=CC=C1)P(C1=CC=CC=C1)Cl (Diphenylphosphinous Chloride), C1(=CC=CC=C1)P(C1=CC=CC=C1)Cl (Diphenylphosphinous chloride). Run in O (water). The product is C1(=CC=CC=C1)PC1=CC=CC=C1 (diphenylphosphine). The yield is 70.0%. RXN SMILES: [C:1]1([P:7](Cl)[C:8]2[CH:13]=[CH:12][CH:11]=[CH:10][CH:9]=2)[CH:6]=[CH:5][CH:4]=[CH:3][CH:2]=1>O>[C:8]1([PH:7][C:1]2[CH:2]=[CH:3][CH:4]=[CH:5][CH:6]=2)[CH:9]=[CH:10][CH:11]=[CH:12][CH:13]=1. Procedure: By Hydrolysis of Diphenylphosphinous Chloride. Diphenylphosphinous chloride (700 g, 3.17 mols) is added with rapid stirring to 1400 ml of distilled water. The temperature rises to 70° C. The solution is heated at reflux 1 hour, then cooled. The lower organic layer is separated from the water, dried, and distilled in vacuum giving diphenylphosphine (207 g, 70 percent yield), b.p. 151° C/10 mm. From the residue, 327 g (95 percent yield) of diphenylphosphonic acid is obtained by recrystallization f...